This data is from the Open Reaction Database (ORD), a public repository of structured organic reaction records. The task is: describe an organic reaction: reactants, conditions, products, and yield The reactants are C1(=CC=CC=C1)C(C(=O)OCC)=O (ethyl phenylglyoxylate), CCOCC (ether), ice water, S(O)(O)(=O)=O (sulfuric acid), Grignard reagent, C1(CCCC1)Br (cyclopentyl bromide), [Mg] (magnesium), CCOCC (ether). Product: C1(CCCCC1)C1(C(C=CC=C1)CC(=O)OCC)O (ethyl 2-cyclohexyl-2-hydroxy-phenylacetate). Yield: 53.3%. As a reaction SMILES: [CH:1]1(Br)C[CH2:4][CH2:3][CH2:2]1.[Mg].[C:8]1([C:14](=O)[C:15]([O:17][CH2:18][CH3:19])=[O:16])[CH:13]=[CH:12][CH:11]=[CH:10][CH:9]=1.S(=O)(=O)(O)[OH:22].CCO[CH2:29][CH3:30]>>[CH:30]1([C:9]2([OH:22])[CH:10]=[CH:11][CH:12]=[CH:13][CH:8]2[CH2:14][C:15]([O:17][CH2:18][CH3:19])=[O:16])[CH2:29][CH2:4][CH2:3][CH2:2][CH2:1]1. Procedure: A solution of Grignard reagent prepared from cyclopentyl bromide (66 g) and magnesium (9 g) in absolute ether (240 ml) was added dropwise to a solution of ethyl phenylglyoxylate (30 g) in absolute ether (100 ml) at gently refluxing temperature. After the addition was completed, the reaction mixture was refluxed for 2 hours. The mixture was added to ice water (200 ml) and 10% diluted sulfuric acid (200 ml). The ether layer was separated from the reaction mixture, and then the aqueous layer was ex... Reactants: CC(C)N(NC(=O)c1ccccc1)C(=O)COc1cc(F)c(F)cc1Br, O=C([O-])[O-], COCCOC, OB(O)c1ccccc1OC(F)(F)F, [Na+], [Na+]. Product: CC(C)N(NC(=O)c1ccccc1)C(=O)COc1cc(F)c(F)cc1-c1ccccc1OC(F)(F)F. RXN SMILES: [Br:1][c:2]1[c:3]([O:4][CH2:5][C:6](=[O:7])[N:8]([NH:9][C:10]([c:11]2[cH:12][cH:13][cH:14][cH:15][cH:16]2)=[O:17])[CH:18]([CH3:19])[CH3:20])[cH:21][c:22]([F:26])[c:23]([F:25])[cH:24]1.[C:27](=[O:28])([O-:29])[O-:30].[CH3:47][O:48][CH2:49][CH2:50][O:51][CH3:52].[F:33][C:34]([O:35][c:36]1[c:37]([B:42]([OH:43])[OH:44])[cH:38][cH:39][cH:40][cH:41]1)([F:45])[F:46].[Na+:31].[Na+:32]>>[c:2]1(-[c:37]2[c:36]([O:35][C:34]([F:33])([F:45])[F:46])[cH:41][cH:40][cH:39][cH:38]2)[c:3]([O:4][CH2:5][C:6](=[O:7])[N:8]([NH:9][C:10]([c:11]2[cH:12][cH:13][cH:14][cH:15][cH:16]2)=[O:17])[CH:18]([CH3:19])[CH3:20])[cH:21][c:22]([F:26])[c:23]([F:25])[cH:24]1. Reactants: CC(=O)O, NC1CCC(C(c2ccccc2)c2ccccc2)OC1, Fc1ccc(CNC2CCOC(C(c3ccccc3)c3ccccc3)C2)cc1, ClCCCl, O=Cc1ccc(O)cc1. Yields the product Oc1ccc(CNC2CCC(C(c3ccccc3)c3ccccc3)OC2)cc1. Reaction SMILES: [CH3:30][C:31](=[O:32])[OH:33].[CH:1]([c:2]1[cH:3][cH:4][cH:5][cH:6][cH:7]1)([c:8]1[cH:9][cH:10][cH:11][cH:12][cH:13]1)[CH:14]1[CH2:15][CH2:16][CH:17]([NH2:20])[CH2:18][O:19]1.[CH:38]([CH:39]1[CH2:40][CH:41]([NH:42][CH2:43][c:44]2[cH:45][cH:46][c:47]([F:48])[cH:49][cH:50]2)[CH2:51][CH2:52][O:53]1)([c:54]1[cH:55][cH:56][cH:57][cH:58][cH:59]1)[c:60]1[cH:61][cH:62][cH:63][cH:64][cH:65]1.[Cl:34][CH2:35][CH2:36][Cl:37].[OH:21][c:22]1[cH:23][cH:24][c:25]([CH:26]=[O:27])[cH:28][cH:29]1>>[CH:1]([c:2]1[cH:3][cH:4][cH:5][cH:6][cH:7]1)([c:8]1[cH:9][cH:10][cH:11][cH:12][cH:13]1)[CH:14]1[CH2:15][CH2:16][CH:17]([NH:20][CH2:26][c:25]2[cH:24][cH:23][c:22]([OH:21])[cH:29][cH:28]2)[CH2:18][O:19]1.